Dataset: the Open Reaction Database (ORD), a public repository of structured organic reaction records. Task: describe an organic reaction: reactants, conditions, products, and yield Reactants: Cl.Cl.N1=C(C=CC=C1)N(C(=O)C1=CC2=C(N(C(=N2)COC2=CC=C(C=C2)C(N)=N)C)C=C1)CC(=O)OCC (1-methyl-2-[(4-amidinophenyl)oxymethyl]benzimidazol-5-yl-carboxylic acid-N-(2-pyridyl)-N-(ethoxycarbonylmethyl)amide dihydrochloride), [OH-].[Na+] (sodium hydroxide), C24H22N6O4. Yields the product Cl.N1=C(C=CC=C1)N(C(=O)C1=CC2=C(N(C(=N2)COC2=CC=C(C=C2)C(N)=N)C)C=C1)CC(=O)O (1-Methyl-2-[(4-amidinophenyl)oxymethyl]benzimidazol-5-yl-carboxylic acid-N-(2-pyridyl)-N-(hydroxycarbonylmethyl)amide hydrochloride). Isolated yield 85.0%. RXN SMILES: [ClH:1].Cl.[N:3]1[CH:8]=[CH:7][CH:6]=[CH:5][C:4]=1[N:9]([CH2:33][C:34]([O:36]CC)=[O:35])[C:10]([C:12]1[CH:32]=[CH:31][C:15]2[N:16]([CH3:30])[C:17]([CH2:19][O:20][C:21]3[CH:26]=[CH:25][C:24]([C:27](=[NH:29])[NH2:28])=[CH:23][CH:22]=3)=[N:18][C:14]=2[CH:13]=1)=[O:11].[OH-].[Na+]>>[ClH:1].[N:3]1[CH:8]=[CH:7][CH:6]=[CH:5][C:4]=1[N:9]([CH2:33][C:34]([OH:36])=[O:35])[C:10]([C:12]1[CH:32]=[CH:31][C:15]2[N:16]([CH3:30])[C:17]([CH2:19][O:20][C:21]3[CH:26]=[CH:25][C:24]([C:27](=[NH:28])[NH2:29])=[CH:23][CH:22]=3)=[N:18][C:14]=2[CH:13]=1)=[O:11] |f:0.1.2,3.4,5.6|. Procedure: Prepared analogously to Example 26 from 1-methyl-2-[(4-amidinophenyl)oxymethyl]benzimidazol-5-yl-carboxylic acid-N-(2-pyridyl)-N-(ethoxycarbonylmethyl)amide dihydrochloride and sodium hydroxide solution. Yield: 85% of theory, C24H22N6O4 (458.5); EKA mass spectrum: (M+H)+=459; (M+Na)+=481; (M+2Na)++=252. The reactants are [Cl-].[Na+] (sodium chloride), C(C)(=O)OC1=CC=C(C(=O)O)C=C1 (4-acetoxybenzoic acid), C(OC)COC (dimethoxyethane), S(O)(O)(=O)=O (sulfuric acid). Run in O (water). The product is OC1=CC=C(C(=O)O)C=C1 (4-hydroxybenzoic acid). Reaction SMILES: C([O:4][C:5]1[CH:13]=[CH:12][C:8]([C:9]([OH:11])=[O:10])=[CH:7][CH:6]=1)(=O)C.C(COC)OC.S(=O)(=O)(O)O.[Cl-].[Na+]>O>[OH:4][C:5]1[CH:13]=[CH:12][C:8]([C:9]([OH:11])=[O:10])=[CH:7][CH:6]=1 |f:3.4|. Reported procedure: A solution of 4.5 g (0.025 mole) of 4-acetoxybenzoic acid, 25 g of dimethoxyethane, 25 g of water, and 6.1 g of concentrated sulfuric acid was heated at reflux for 2 hours under a nitrogen atmosphere. The solution was cooled, saturated with sodium chloride, and extracted with 75 mL of ethyl acetate (3x). The organic fractions were combined, dried over anhydrous magnesium sulfate, and filtered. Rotary evaporation afforded a substantially quantitative yield of 4-hydroxybenzoic acid based on the 4-... The reactants are CCCCO, CCOC(C)=O, Cc1cc(C)c(C#N)c(Cl)n1, O=C(NC1CNC1)c1cnc(-c2cccc(F)c2)nc1, O. Product: Cc1cc(C)c(C#N)c(N2CC(NC(=O)c3cnc(-c4cccc(F)c4)nc3)C2)n1. Reaction SMILES: [CH2:32]([OH:33])[CH2:34][CH2:35][CH3:36].[CH3:38][CH2:39][O:40][C:41](=[O:42])[CH3:43].[Cl:21][c:22]1[c:23]([C:24]#[N:25])[c:26]([CH3:31])[cH:27][c:28]([CH3:30])[n:29]1.[NH:1]1[CH2:2][CH:3]([NH:5][C:6](=[O:7])[c:8]2[cH:9][n:10][c:11](-[c:14]3[cH:15][c:16]([F:20])[cH:17][cH:18][cH:19]3)[n:12][cH:13]2)[CH2:4]1.[OH2:37]>>[N:1]1([c:22]2[c:23]([C:24]#[N:25])[c:26]([CH3:31])[cH:27][c:28]([CH3:30])[n:29]2)[CH2:2][CH:3]([NH:5][C:6](=[O:7])[c:8]2[cH:9][n:10][c:11](-[c:14]3[cH:15][c:16]([F:20])[cH:17][cH:18][cH:19]3)[n:12][cH:13]2)[CH2:4]1. Starting materials: C[O-].[Na+] (sodium methoxide), FC1=C(C(=C(C(=C1C#N)F)F)F)F (pentafluorobenzonitrile). Solvent: CO (methanol), CO (methanol). Reaction conditions: time 8 hour. The product is COC1=C(C(=C(C#N)C(=C1F)F)F)F (4-methoxy-2,3,5,6-tetrafluorobenzonitrile). Yield: 94.4%. As a reaction SMILES: [CH3:1][O-:2].[Na+].[F:4][C:5]1[C:10]([C:11]#[N:12])=[C:9]([F:13])[C:8]([F:14])=[C:7](F)[C:6]=1[F:16]>CO>[CH3:1][O:2][C:7]1[C:6]([F:16])=[C:5]([F:4])[C:10]([C:11]#[N:12])=[C:9]([F:13])[C:8]=1[F:14] |f:0.1|. Procedure: A solution of 44.8 g (0.83 mole) of sodium methoxide in 1.6 liters of methanol was added dropwise at room temperature to a solution of 160.0 g (0.83 mole) of pentafluorobenzonitrile (XVIII) in 2.5 liters of methanol, whilst stirring. When the addition was complete, the mixture was allowed to stand at room temperature overnight. At the end of this time, the solvent was removed by evaporation under reduced pressure, and the residue was shaken with a mixture of water and toluene. The toluene layer ... Reactants: COC1=CC=C(C(=O)C=2C=C(SC2)S(=O)(=O)N)C=C1 (4-(4-methoxybenzoyl)thiophene-2-sulfonamide), [Cl-].[Al+3].[Cl-].[Cl-] (aluminum chloride), [H-].[Al+3].[Li+].[H-].[H-].[H-] (lithium aluminum hydride). Run in C1CCOC1 (THF), C1CCOC1 (THF), C1CCOC1 (THF). Run at temperature 60 celsius. The product is COC1=CC=C(CC=2C=C(SC2)S(=O)(=O)N)C=C1 (4-(4-methoxybenzyl)thiophene-2-sulfonamide). Reaction SMILES: [Cl-].[Al+3].[Cl-].[Cl-].[H-].[Al+3].[Li+].[H-].[H-].[H-].[CH3:11][O:12][C:13]1[CH:29]=[CH:28][C:16]([C:17]([C:19]2[CH:20]=[C:21]([S:24]([NH2:27])(=[O:26])=[O:25])[S:22][CH:23]=2)=O)=[CH:15][CH:14]=1>C1COCC1>[CH3:11][O:12][C:13]1[CH:14]=[CH:15][C:16]([CH2:17][C:19]2[CH:20]=[C:21]([S:24]([NH2:27])(=[O:26])=[O:25])[S:22][CH:23]=2)=[CH:28][CH:29]=1 |f:0.1.2.3,4.5.6.7.8.9|. Reported procedure: To a solution of 0.667 g (0.005 mol) aluminum chloride in 10 ml THF at 0°-10° C. was added a solution of 0.19 g (0.005 mol) lithium aluminum hydride in 10 ml THF dropwise. Then, a solution of 0.6 g (0.002 mol) 4-(4-methoxybenzoyl)thiophene-2-sulfonamide in 10 ml THF was added dropwise and the resulting mixture was heated at 60° C. overnight at which time all starting material was consumed. The cooled reaction mixture was quenched with saturated aqueous sodium potassium tartrate solution and the ... Starting materials: C(#N)C=1N=NN(C1)CC(=O)OCC (Ethyl (4-cyano-1H-1,2,3-triazol-1-yl)acetate), C(C)OC(N(C)C)OCC (N,N-dimethylformamide diethyl acetal). Product: CN(C=C(C(=O)OCC)N1N=NC(=C1)C#N)C (Ethyl 3-(dimethylamino)-2-(4-cyano-1H-1,2,3-triazol-1-yl)acrylate). As a reaction SMILES: [C:1]([C:3]1[N:4]=[N:5][N:6]([CH2:8][C:9]([O:11][CH2:12][CH3:13])=[O:10])[CH:7]=1)#[N:2].C(O[CH:17](OCC)[N:18]([CH3:20])[CH3:19])C>>[CH3:17][N:18]([CH3:20])[CH:19]=[C:8]([N:6]1[CH:7]=[C:3]([C:1]#[N:2])[N:4]=[N:5]1)[C:9]([O:11][CH2:12][CH3:13])=[O:10]. Reported procedure: 1.3 g (7.5 mmol) of the compound from Example 4A and 1.4 ml (1.2 g, 8.2 mmol) of N,N-dimethylformamide diethyl acetal are stirred at a bath temperature of 100° C. for 16 h. For work-up, the cooled reaction solution is concentrated on a rotary evaporator and the residue is dried under reduced pressure. Yield: 1.5 g (86% of theory)